Dataset: the Open Reaction Database (ORD), a public repository of structured organic reaction records. Task: describe an organic reaction: reactants, conditions, products, and yield Reactants: C(#N)C1=C(N(C2=NC(=CC(=C21)C)C)[C@H]2CCCC1=CC=CC=C21)/C=C/C(=O)O ((2E)-3-{3-cyano-4,6-dimethyl-1-[(1S)-1,2,3,4-tetrahydronaphthalen-1-yl]-1H-pyrrolo[2,3-b]pyridin-2-yl}prop-2-enoic acid), C(C(=O)Cl)(=O)Cl (oxalylchloride), FC=1C=C(N)C=CC1F (3,4-difluoroaniline), N1=CC=CC=C1 (pyridine). Run in C1CCOC1 (THF), CN(C)C=O (DMF), O (water), C1CCOC1 (THF). Run at time 1 hour. Yields the product C(#N)C1=C(N(C2=NC(=CC(=C21)C)C)[C@H]2CCCC1=CC=CC=C21)/C=C/C(=O)NC2=CC(=C(C=C2)F)F ((2E)-3-{3-cyano-4,6-dimethyl-1-[(1S)-1,2,3,4-tetrahydronaphthalen-1-yl]-1H-pyrrolo[2,3-b]pyridin-2-yl}-N-(3,4-difluorophenyl)prop-2-enamide). Reaction SMILES: [C:1]([C:3]1[C:11]2[C:6](=[N:7][C:8]([CH3:13])=[CH:9][C:10]=2[CH3:12])[N:5]([C@@H:14]2[C:23]3[C:18](=[CH:19][CH:20]=[CH:21][CH:22]=3)[CH2:17][CH2:16][CH2:15]2)[C:4]=1/[CH:24]=[CH:25]/[C:26](O)=[O:27])#[N:2].C(Cl)(=O)C(Cl)=O.[F:35][C:36]1[CH:37]=[C:38]([CH:40]=[CH:41][C:42]=1[F:43])[NH2:39].N1C=CC=CC=1>C1COCC1.O.CN(C=O)C>[C:1]([C:3]1[C:11]2[C:6](=[N:7][C:8]([CH3:13])=[CH:9][C:10]=2[CH3:12])[N:5]([C@@H:14]2[C:23]3[C:22](=[CH:21][CH:20]=[CH:19][CH:18]=3)[CH2:17][CH2:16][CH2:15]2)[C:4]=1/[CH:24]=[CH:25]/[C:26]([NH:39][C:38]1[CH:40]=[CH:41][C:42]([F:43])=[C:36]([F:35])[CH:37]=1)=[O:27])#[N:2]. Procedure: To a solution of (2E)-3-{3-cyano-4,6-dimethyl-1-[(1S)-1,2,3,4-tetrahydronaphthalen-1-yl]-1H-pyrrolo[2,3-b]pyridin-2-yl}prop-2-enoic acid (300 mg, 0.808 mmol) in THF (3 ml) were added DMF (0.03 ml) and oxalylchloride (0.0846 ml, 0.970 mmol), the mixture was stirred at room temperature for 1 hour and the solvent was distilled off under reduced pressure. The residue was added under ice-cooling to a solution of 3,4-difluoroaniline (125 mg, 0.968 mmol), pyridine (0.262 ml, 3.24 mmol) and THF (3 ml), ... The reactants are NC(CCCC(=O)OC)C1=C(C=CC2=CC=CC=C12)OC (methyl 5-amino-5-(2-methoxynaphthalen-1-yl)pentanoate), N1=C(N=CC=C1)C=1C=C(C=O)C=CC1 (3-(pyrimidin-2-yl)benzaldehyde). The product is COC1=C(C2=CC=CC=C2C=C1)C1CCCC(N1CC1=CC(=CC=C1)C1=NC=CC=N1)=O (6-(2-methoxynaphthalen-1-yl)-1-(3-(pyrimidin-2-yl)benzyl)piperidin-2-one). Reaction SMILES: [NH2:1][CH:2]([C:10]1[C:19]2[C:14](=[CH:15][CH:16]=[CH:17][CH:18]=2)[CH:13]=[CH:12][C:11]=1[O:20][CH3:21])[CH2:3][CH2:4][CH2:5][C:6]([O:8]C)=O.[N:22]1[CH:27]=[CH:26][CH:25]=[N:24][C:23]=1[C:28]1[CH:29]=[C:30]([CH:33]=[CH:34][CH:35]=1)[CH:31]=O>>[CH3:21][O:20][C:11]1[CH:12]=[CH:13][C:14]2[C:19](=[CH:18][CH:17]=[CH:16][CH:15]=2)[C:10]=1[CH:2]1[N:1]([CH2:31][C:30]2[CH:33]=[CH:34][CH:35]=[C:28]([C:23]3[N:22]=[CH:27][CH:26]=[CH:25][N:24]=3)[CH:29]=2)[C:6](=[O:8])[CH2:5][CH2:4][CH2:3]1. Reported procedure: Prepared according to general procedure 1 (GP1) using methyl 5-amino-5-(2-methoxynaphthalen-1-yl)pentanoate and commercially available 3-(pyrimidin-2-yl)benzaldehyde. Subsequent purification by preparative HPLC afforded the target compound. LC-MS (conditions A): tR=0.84 min.; [M+H]+: 424.10 g/mol. The reactants are COCC(CC(=O)OC)=O (methyl 4-methoxyacetoacetate), COCC(=O)Cl (methoxyacetyl chloride). Product: COC(C(C(COC)=O)C(COC)=O)=O (4-methoxy-2-(2-methoxy-acetyl)-3-oxo-butyric acid methyl ester). As a reaction SMILES: [CH3:1][O:2][CH2:3][C:4](=[O:10])[CH2:5][C:6]([O:8][CH3:9])=[O:7].[CH3:11][O:12][CH2:13][C:14](Cl)=[O:15]>>[CH3:9][O:8][C:6](=[O:7])[CH:5]([C:14](=[O:15])[CH2:13][O:12][CH3:11])[C:4](=[O:10])[CH2:3][O:2][CH3:1]. Reported procedure: In analogy to the procedures described for intermediates 1A-E, the title compound has been obtained by i) condensation of methyl 4-methoxyacetoacetate with methoxyacetyl chloride to give 4-methoxy-2-(2-methoxy-acetyl)-3-oxo-butyric acid methyl ester; ii) methylation of 4-methoxy-2-(2-methoxy-acetyl)-3-oxo-butyric acid methyl ester with methyl trifluoromethanesulfonate to give (E and/or Z)-3,4-dimethoxy-2-(2-methoxy-acetyl)-but-2-enoic acid methyl ester; iii) condensation of (E and/or Z)-3,4-dime... Starting materials: O (water), palladium tetrakistriphenylphosphine, ClC=1C(=CC(=C(C1)N)F)OC1=CC(=NC=C1)Cl (5-Chloro-4-(2-chloropyridin-4-yloxy)-2-fluorobenzenamine), CN1N=C(C=C1)B1OC(C(O1)(C)C)(C)C (1-methyl(4,4,5,5-tetramethyl-1,3,2-dioxaborolan-2-yl)-1H-pyrazole), C([O-])([O-])=O.[Cs+].[Cs+] (cesium carbonate). Run in CN(C)C=O (DMF). Run at temperature 90 celsius. The product is ClC=1C(=CC(=C(C1)N)F)OC1=CC(=NC=C1)C=1C=NN(C1)C (5-chloro-2-fluoro-4-(2-(1-methyl-1H-pyrazol-4-yl)pyridin-4-yloxy)benzenamine). The yield is 77.3%. RXN SMILES: [Cl:1][C:2]1[C:3]([O:10][C:11]2[CH:16]=[CH:15][N:14]=[C:13](Cl)[CH:12]=2)=[CH:4][C:5]([F:9])=[C:6]([NH2:8])[CH:7]=1.[CH3:18][N:19]1[CH:23]=[CH:22][C:21](B2OC(C)(C)C(C)(C)O2)=[N:20]1.C(=O)([O-])[O-].[Cs+].[Cs+].O>CN(C=O)C>[Cl:1][C:2]1[C:3]([O:10][C:11]2[CH:16]=[CH:15][N:14]=[C:13]([C:22]3[CH:21]=[N:20][N:19]([CH3:18])[CH:23]=3)[CH:12]=2)=[CH:4][C:5]([F:9])=[C:6]([NH2:8])[CH:7]=1 |f:2.3.4|. Reported procedure: 5-Chloro-4-(2-chloropyridin-4-yloxy)-2-fluorobenzenamine (1.177 g, 4.31 mmol) and 1-methyl(4,4,5,5-tetramethyl-1,3,2-dioxaborolan-2-yl)-1H-pyrazole (1.166 g, 5.60 mmol) were dissolved in DMF (16.16 ml), cesium carbonate (4.21 g, 12.93 mmol) was added, followed by water (5.39 ml). Argon was bubbled through the mixture for 5 minutes, and then palladium tetrakistriphenylphosphine (0.249 g, 0.215 mmol) was added. The flask was fitted with a reflux condenser, flushed with argon, and heated in a 90° C... Conditions: time 2 hour. The reagents and catalysts are C=1C=CC(=CC1)[P](C=2C=CC=CC2)(C=3C=CC=CC3)[Pd]([P](C=4C=CC=CC4)(C=5C=CC=CC5)C=6C=CC=CC6)([P](C=7C=CC=CC7)(C=8C=CC=CC8)C=9C=CC=CC9)[P](C=1C=CC=CC1)(C=1C=CC=CC1)C=1C=CC=CC1 (tetrakis(triphenylphosphine)palladium(0)). Isolated yield 94.0%. The product is C(C1=CC=CC=C1)N1CC(OCC1)C1=CC=C(C=C1)CC1=C(C=CC=C1Cl)Cl (4-benzyl-2-[4-(2,6-dichloro-benzyl)-phenyl]-morpholine). Solvent: C1CCOC1 (THF). Starting materials: [Cl-].ClC1=C(C[Zn+])C(=CC=C1)Cl (2,6-dichlorobenzylzinc chloride), C(C1=CC=CC=C1)N1CCOC(C1)C1=CC=C(C=C1)Br (4-benzyl-6-(4-bromo-phenyl)-morpholine). Reported procedure: To a mixture of 2,6-dichlorobenzylzinc chloride (7.95 mL; 0.50 mol/l in THF; 3.97 mmol) and tetrakis(triphenylphosphine)palladium(0) (83.48 mg; 0.07 mmol) in THF (25 mL) was added 4-benzyl-6-(4-bromo-phenyl)-morpholine (1.20 g; 3.61 mmol). The resulting mixture was stirred at RT for 2 hours, and subsequently heated under reflux, for 2 h. After cooling to RT the mixture was concentrated in vacuo. The residue was partitioned between 5% aqueous NaHCO3 and EtOAc. The organic layer was dried (Na2SO4)... RXN SMILES: [Cl-].[Cl:2][C:3]1[CH:10]=[CH:9][CH:8]=[C:7]([Cl:11])[C:4]=1[CH2:5][Zn+].[CH2:12]([N:19]1[CH2:24][CH:23]([C:25]2[CH:30]=[CH:29][C:28](Br)=[CH:27][CH:26]=2)[O:22][CH2:21][CH2:20]1)[C:13]1[CH:18]=[CH:17][CH:16]=[CH:15][CH:14]=1>C1COCC1.C1C=CC([P]([Pd]([P](C2C=CC=CC=2)(C2C=CC=CC=2)C2C=CC=CC=2)([P](C2C=CC=CC=2)(C2C=CC=CC=2)C2C=CC=CC=2)[P](C2C=CC=CC=2)(C2C=CC=CC=2)C2C=CC=CC=2)(C2C=CC=CC=2)C2C=CC=CC=2)=CC=1>[CH2:12]([N:19]1[CH2:20][CH2:21][O:22][CH:23]([C:25]2[CH:30]=[CH:29][C:28]([CH2:5][C:4]3[C:3]([Cl:2])=[CH:10][CH:9]=[CH:8][C:7]=3[Cl:11])=[CH:27][CH:26]=2)[CH2:24]1)[C:13]1[CH:14]=[CH:15][CH:16]=[CH:17][CH:18]=1 |f:0.1,^1:40,42,61,80|. Starting materials: [K] (potassium), C(#N)C1=CC=C(C=C1)O (4-cyanophenol), BrCCCCCCBr (1,6-dibromohexane). Product: C(#N)C1=CC=C(OCCCCCCBr)C=C1 (6-(4-cyanophenoxy)hexyl bromide). Reaction SMILES: [K].[C:2]([C:4]1[CH:9]=[CH:8][C:7]([OH:10])=[CH:6][CH:5]=1)#[N:3].[Br:11][CH2:12][CH2:13][CH2:14][CH2:15][CH2:16][CH2:17]Br>>[C:2]([C:4]1[CH:9]=[CH:8][C:7]([O:10][CH2:17][CH2:16][CH2:15][CH2:14][CH2:13][CH2:12][Br:11])=[CH:6][CH:5]=1)#[N:3] |^1:0|. Procedure: The intermediate 6-(4-cyanophenoxy)hexyl bromide was prepared from the potassium salt of 4-cyanophenol and 1,6-dibromohexane.